Dataset: the Open Reaction Database (ORD), a public repository of structured organic reaction records. Task: describe an organic reaction: reactants, conditions, products, and yield Reactants: C(C)(C)(C)OC(=O)N1C(C2=CC=C(C=C2CC1)O)C(=O)O (2-(tert-butoxycarbonyl)-6-hydroxy-1,2,3,4-tetrahydroisoquinoline-1-carboxylic acid), O[Li].O (LiOH.H2O), COS(=O)(=O)OC (Me2SO4). The solvent is C1CCOC1 (THF). Conditions: time 40 minute. Yields the product OC=1C=C2CCN(C(C2=CC1)C(=O)OC)C(=O)OC(C)(C)C (2-tert-butyl 1-methyl 6-hydroxy-3,4-dihydroisoquinoline-1,2(1H)-dicarboxylate), foam. The yield is 46.0%. Reaction SMILES: [C:1]([O:5][C:6]([N:8]1[CH2:17][CH2:16][C:15]2[C:10](=[CH:11][CH:12]=[C:13]([OH:18])[CH:14]=2)[CH:9]1[C:19]([OH:21])=[O:20])=[O:7])([CH3:4])([CH3:3])[CH3:2].O[Li].O.[CH3:25]OS(OC)(=O)=O>C1COCC1>[OH:18][C:13]1[CH:14]=[C:15]2[C:10](=[CH:11][CH:12]=1)[CH:9]([C:19]([O:21][CH3:25])=[O:20])[N:8]([C:6]([O:5][C:1]([CH3:4])([CH3:2])[CH3:3])=[O:7])[CH2:17][CH2:16]2 |f:1.2|. Procedure: To a solution of 2-(tert-butoxycarbonyl)-6-hydroxy-1,2,3,4-tetrahydroisoquinoline-1-carboxylic acid (7.4 g, 25.3 mmol) in THF (40 mL) was added LiOH.H2O (1.06 g, 25.3 mmol). The reaction mixture was stirred at room temperature for 40 min. Me2SO4 (1.19 mL, 12.63 mmol) was added and the reaction was brought to reflux for 3 h. The reaction was cooled down to room temperature and THF was removed. The residue was diluted with CH2Cl2 (150 mL), washed with H2O (2×30 mL), brine (30 mL), dried over MgSO4...